Dataset: the Open Reaction Database (ORD), a public repository of structured organic reaction records. Task: describe an organic reaction: reactants, conditions, products, and yield Reactants: SCc1ccccc1, CCO, O=[N+]([O-])c1cccnc1Cl, [K+], [OH-], O. The product is O=[N+]([O-])c1cccnc1SCc1ccccc1. As a reaction SMILES: [CH2:6]([c:7]1[cH:8][cH:9][cH:10][cH:11][cH:12]1)[SH:13].[CH3:1][CH2:2][OH:3].[Cl:14][c:15]1[n:16][cH:17][cH:18][cH:19][c:20]1[N+:21](=[O:22])[O-:23].[K+:5].[OH-:4].[OH2:24]>>[CH2:6]([c:7]1[cH:8][cH:9][cH:10][cH:11][cH:12]1)[S:13][c:15]1[n:16][cH:17][cH:18][cH:19][c:20]1[N+:21](=[O:22])[O-:23]. RXN SMILES: [CH3:17][c:18]1[cH:19][cH:20][c:21]2[c:26]([cH:27]1)[O:25][C:24](=[O:28])[CH2:23][CH2:22]2.[CH3:29][c:30]1[cH:31][cH:32][cH:33][cH:34][cH:35]1.[F:1][c:2]1[cH:3][cH:4][c:5]([CH2:6][N:7]2[CH:8]([CH3:14])[CH2:9][NH:10][CH:11]([CH3:13])[CH2:12]2)[cH:15][cH:16]1>>[F:1][c:2]1[cH:3][cH:4][c:5]([CH2:6][N:7]2[CH:8]([CH3:14])[CH2:9][N:10]([C:24]([CH2:23][CH2:22][c:21]3[cH:20][cH:19][c:18]([CH3:17])[cH:27][c:26]3[OH:25])=[O:28])[CH:11]([CH3:13])[CH2:12]2)[cH:15][cH:16]1. The reactants are Cc1ccc2c(c1)OC(=O)CC2, Cc1ccccc1, CC1CN(Cc2ccc(F)cc2)C(C)CN1. Product: Cc1ccc(CCC(=O)N2CC(C)N(Cc3ccc(F)cc3)CC2C)c(O)c1. Starting materials: CC1(OC(C(C(O1)=O)=CNC1=C(C=C(C(=O)O)C=C1)C)=O)C (4-{[(2,2-dimethyl-4,6-dioxo-1,3-dioxan-5-ylidene)methyl]amino}-3-methylbenzoic acid). The solvent is C1(=CC=CC=C1)OC1=CC=CC=C1 (diphenyl ether), petroleum ether. Reaction conditions: temperature 280 celsius, time 2 hour. Yields the product OC1=CC=NC2=C(C=C(C=C12)C(=O)O)C (4-hydroxy-8-methylquinoline-6-carboxylic acid). Isolated yield 99.7%. As a reaction SMILES: CC1(C)O[C:6](=[O:8])[C:5](=[CH:9][NH:10][C:11]2[CH:19]=[CH:18][C:14]([C:15]([OH:17])=[O:16])=[CH:13][C:12]=2[CH3:20])C(=O)O1>C1(OC2C=CC=CC=2)C=CC=CC=1>[OH:8][C:6]1[C:19]2[C:11](=[C:12]([CH3:20])[CH:13]=[C:14]([C:15]([OH:17])=[O:16])[CH:18]=2)[N:10]=[CH:9][CH:5]=1. Procedure: A mixture of 4-{[(2,2-dimethyl-4,6-dioxo-1,3-dioxan-5-ylidene)methyl]amino}-3-methylbenzoic acid (10.1 g) and diphenyl ether (101 mL) was heated under stirring in an oil bath at 280° C. for 2 hours. The reaction mixture was returned to room temperature, diluted with petroleum ether and the precipitate was collected by filtration to obtain 4-hydroxy-8-methylquinoline-6-carboxylic acid (6.7 g). The reactants are CCOC(=O)Nc1nc2cc(C)c(C)cc2nc1OC, Cc1cccc(N2CCNCC2)c1. The product is COc1nc2cc(C)c(C)cc2nc1NC(=O)N1CCN(c2cccc(C)c2)CC1. Reaction SMILES: [CH3:1][O:2][c:3]1[n:4][c:5]2[cH:6][c:7]([CH3:20])[c:8]([CH3:19])[cH:9][c:10]2[n:11][c:12]1[NH:13][C:14]([O:15][CH2:16][CH3:17])=[O:18].[CH3:21][c:22]1[cH:23][c:24]([N:28]2[CH2:29][CH2:30][NH:31][CH2:32][CH2:33]2)[cH:25][cH:26][cH:27]1>>[CH3:1][O:2][c:3]1[n:4][c:5]2[cH:6][c:7]([CH3:20])[c:8]([CH3:19])[cH:9][c:10]2[n:11][c:12]1[NH:13][C:14](=[O:18])[N:31]1[CH2:30][CH2:29][N:28]([c:24]2[cH:23][c:22]([CH3:21])[cH:27][cH:26][cH:25]2)[CH2:33][CH2:32]1. The reactants are C1(CC1)CS(=O)C=1N(C(=NN1)[C@H](CN1CCOCC1)N)C ((1S)-1-{5-[(cyclopropylmethyl)sulphinyl]-4-methyl-4H-1,2,4-triazol-3-yl}-2-morpholin-4-ylethanamine), FC(C(=O)[O-])(F)F (trifluoroacetate), CC1=C(C(=O)Cl)C=CC(=N1)C(F)(F)F (2-methyl-6-(trifluoromethyl)nicotinoyl chloride). Yields the product C1(CC1)CS(=O)(=O)C=1N(C(=NN1)[C@H](CN1CCOCC1)NC(C1=C(N=C(C=C1)C(F)(F)F)C)=O)C (N-((1S)-1-{5-[(cyclopropylmethyl)sulphonyl]-4-methyl-4H-1,2,4-triazol-3-yl}-2-morpholin-4-ylethyl)-2-methyl-6-(trifluoromethyl)nicotinamide). Reaction SMILES: [CH:1]1([CH2:4][S:5]([C:7]2[N:8]([CH3:21])[C:9]([C@@H:12]([NH2:20])[CH2:13][N:14]3[CH2:19][CH2:18][O:17][CH2:16][CH2:15]3)=[N:10][N:11]=2)=[O:6])[CH2:3][CH2:2]1.FC(F)(F)C([O-])=[O:25].[CH3:29][C:30]1[N:38]=[C:37]([C:39]([F:42])([F:41])[F:40])[CH:36]=[CH:35][C:31]=1[C:32](Cl)=[O:33]>>[CH:1]1([CH2:4][S:5]([C:7]2[N:8]([CH3:21])[C:9]([C@@H:12]([NH:20][C:32](=[O:33])[C:31]3[CH:35]=[CH:36][C:37]([C:39]([F:42])([F:41])[F:40])=[N:38][C:30]=3[CH3:29])[CH2:13][N:14]3[CH2:15][CH2:16][O:17][CH2:18][CH2:19]3)=[N:10][N:11]=2)(=[O:25])=[O:6])[CH2:3][CH2:2]1. Procedure details: The title compound was prepared from (1S)-1-{5-[(cyclopropylmethyl)sulphinyl]-4-methyl-4H-1,2,4-triazol-3-yl}-2-morpholin-4-ylethanamine bis(trifluoroacetate and 2-methyl-6-(trifluoromethyl)nicotinoyl chloride using the conditions described in Example 65 steps f and g. 1H NMR (500 MHz, d6-DMSO) δ (ppm) 9.23 (1H, d, J=8.1 Hz), 7.99 (1H, d, J=7.9 Hz), 7.81 (1H, d, J=7.9 Hz), 5.57-5.53 (1H, m), 3.94 (3H, s), 3.65-3.51 (6H, m), 3.07 (1H, dd, J=9.4, 12.7 Hz), 2.90 (1H, dd, J=5.7, 12.8 Hz), 2.62 (3H, ... Reactants: cyclohexane 8-ethyl acetate, C(C)(C)OC([C@@H](O)CC(=O)OC(C)C)=O (diisopropyl-(S)-(−)-malate), ICC1CCCC1 ((iodomethyl)cyclopentane), C[Si](C)(C)[N-][Si](C)(C)C.[Li+] (lithium bis(trimethylsilyl)amide). The solvent is C1CCOC1 (THF), C1CCOC1 (THF). Reaction conditions: temperature 20 celsius. Product: C1(CCCC1)C[C@@H](C(=O)OC(C)C)[C@@H](C(=O)OC(C)C)O (diisopropyl (2R,3S)-2-(cyclopentylmethyl)-3-hydroxysuccinate). Reaction SMILES: [CH:1]([O:4][C:5](=[O:15])[C@H:6]([CH2:8][C:9]([O:11][CH:12]([CH3:14])[CH3:13])=[O:10])[OH:7])([CH3:3])[CH3:2].I[CH2:17][CH:18]1[CH2:22][CH2:21][CH2:20][CH2:19]1.C[Si]([N-][Si](C)(C)C)(C)C.[Li+]>C1COCC1>[CH:18]1([CH2:17][C@H:8]([C@H:6]([OH:7])[C:5]([O:4][CH:1]([CH3:2])[CH3:3])=[O:15])[C:9]([O:11][CH:12]([CH3:14])[CH3:13])=[O:10])[CH2:22][CH2:21][CH2:20][CH2:19]1 |f:2.3|. Reported procedure: To a cold (5° C.) solution of diisopropyl-(S)-(−)-malate (50.0 g, 229.1 mmol, 1.0 eq.) and (iodomethyl)cyclopentane (55.6 g, 264.6 mmol, 1.15 eq.) in anhydrous THF (250 mL) under N2 was added over a period of 90 min. a solution (1M) of lithium bis(trimethylsilyl)amide (481 mL; 1.0 M, 481.1 mmol, 2.1 eq.) in THF. The temperature was allowed to warm to 20° C. and the mixture was stirred for 15 hours until completion (monitoring by TLC (SiO2); cyclohexane 8-ethyl acetate 2; treated with molibdic ac...